Dataset: the Open Reaction Database (ORD), a public repository of structured organic reaction records. Task: describe an organic reaction: reactants, conditions, products, and yield The reactants are Cl (hydrochloric acid), [H-].[Na+] (sodium hydride), CN(C=1C=C(C(=O)OCC)C=CC1)C (ethyl 3-dimethylaminobenzoate), CC(C(C)(C)C)=O (pinacolone). Run in O1CCCC1 (tetrahydrofuran). Conditions: time 3 hour. Product: CN(C=1C=C(C=CC1)C(CC(C(C)(C)C)=O)=O)C (1-(3-dimethylaminophenyl)-4,4-dimethylpentane-1,3-dione). Isolated yield 74.8%. Reaction SMILES: [H-].[Na+].[CH3:3][N:4]([CH3:16])[C:5]1[CH:6]=[C:7]([CH:13]=[CH:14][CH:15]=1)[C:8]([O:10]CC)=O.[CH3:17][C:18](=[O:23])[C:19]([CH3:22])([CH3:21])[CH3:20].Cl>O1CCCC1>[CH3:16][N:4]([CH3:3])[C:5]1[CH:6]=[C:7]([C:8](=[O:10])[CH2:17][C:18](=[O:23])[C:19]([CH3:22])([CH3:21])[CH3:20])[CH:13]=[CH:14][CH:15]=1 |f:0.1|. Procedure: Into a 100 ml three-necked flask equipped with a stirrer, a dropping funnel, a reflux condenser, and a nitogen-inlet tube, were charged 2.08 gm (31 mmol) of 60% sodium hydride and 5.0 gm (26 mmol) of ethyl 3-dimethylaminobenzoate. The mixture was dispersed in 40 ml of tetrahydrofuran and heated under refluxing. To the mixture was dropwise added 3.0 gm (30 mmol) of pinacolone and the mixture was heated with stirring for 3 hours. After cooling, 50 ml of 1N hydrochloric acid was added to the reacti... Reaction SMILES: [CH3:53][CH:54]([CH3:55])[CH2:56][CH:57]([OH:58])[CH3:59].[Cl:1][c:2]1[n:3][cH:4][c:5]2[c:13]([n:14]1)[N:12]([CH:15]1[CH2:16][CH2:17][CH2:18][CH2:19]1)[CH2:11][C:8]1([C:7](=[O:20])[N:6]2[CH3:21])[CH2:9][CH2:10]1.[NH2:22][c:23]1[c:24]([F:40])[cH:25][c:26]([C:27](=[O:28])[NH:29][CH:30]2[CH2:31][CH2:32][N:33]([CH2:36][CH3:37])[CH2:34][CH2:35]2)[cH:38][cH:39]1.[OH2:41].[c:42]1([CH3:43])[cH:44][cH:45][c:46]([S:47]([OH:48])(=[O:49])=[O:50])[cH:51][cH:52]1>>[c:2]1([NH:22][c:23]2[c:24]([F:40])[cH:25][c:26]([C:27](=[O:28])[NH:29][CH:30]3[CH2:31][CH2:32][N:33]([CH2:36][CH3:37])[CH2:34][CH2:35]3)[cH:38][cH:39]2)[n:3][cH:4][c:5]2[c:13]([n:14]1)[N:12]([CH:15]1[CH2:16][CH2:17][CH2:18][CH2:19]1)[CH2:11][C:8]1([C:7](=[O:20])[N:6]2[CH3:21])[CH2:9][CH2:10]1. The product is CCN1CCC(NC(=O)c2ccc(Nc3ncc4c(n3)N(C3CCCC3)CC3(CC3)C(=O)N4C)c(F)c2)CC1. Reactants: CC(C)CC(C)O, CN1C(=O)C2(CC2)CN(C2CCCC2)c2nc(Cl)ncc21, CCN1CCC(NC(=O)c2ccc(N)c(F)c2)CC1, O, Cc1ccc(S(=O)(=O)O)cc1.